Dataset: the Open Reaction Database (ORD), a public repository of structured organic reaction records. Task: describe an organic reaction: reactants, conditions, products, and yield Reported procedure: Boron tribromide (2.5 ml) was dissolved in chloroform (75 ml), and chilled to 20°-25°. A solution of 17-(cyclopropylmethyl)-4,5-epoxy-14-fluoro-3-methoxymorphinan-6-one (1.25 g in 25 ml chloroform) was added and the mixture stirred at that temperature for one-half hour. The reaction mixture was then dumped with good stirring onto 80 g of ice containing 5 ml of concentrated ammonium hydroxide at approximately pH 9.2. The chloroform solution was vigorously shaken, washed with water, then extracted... Yields the product C1(CC1)CN1[C@H]2[C@@]3(CCC(C4[C@@]3(C=3C(=C(C=CC3C2)O)O4)CC1)=O)F (17-(Cyclopropylmethyl)-4,5-epoxy-14-fluoro-3-hydroxymorphinan-6-one). Reactants: C1(CC1)CN1[C@H]2[C@@]3(CCC(C4[C@@]3(C=3C(=C(C=CC3C2)OC)O4)CC1)=O)F (17-(cyclopropylmethyl)-4,5-epoxy-14-fluoro-3-methoxymorphinan-6-one), B(Br)(Br)Br (Boron tribromide), ice, [OH-].[NH4+] (ammonium hydroxide). As a reaction SMILES: B(Br)(Br)Br.[CH:5]1([CH2:8][N:9]2[CH2:28][CH2:27][C@:16]34[C:17]5[C:18]6[O:26][CH:15]3[C:14](=[O:29])[CH2:13][CH2:12][C@@:11]4([F:30])[C@H:10]2[CH2:23][C:22]=5[CH:21]=[CH:20][C:19]=6[O:24]C)[CH2:7][CH2:6]1.[OH-].[NH4+]>C(Cl)(Cl)Cl>[CH:5]1([CH2:8][N:9]2[CH2:28][CH2:27][C@:16]34[C:17]5[C:18]6[O:26][CH:15]3[C:14](=[O:29])[CH2:13][CH2:12][C@@:11]4([F:30])[C@H:10]2[CH2:23][C:22]=5[CH:21]=[CH:20][C:19]=6[OH:24])[CH2:6][CH2:7]1 |f:2.3|. Solvent: C(Cl)(Cl)Cl (chloroform), C(Cl)(Cl)Cl (chloroform). The reactants are COB(OC)OC (trimethylborate), C(C)OC1=CC=C(C=C1)F (4-ethoxy-1-fluorobenzene), CN(CCN(CCN(C)C)C)C (N,N,N′,N″,N″-pentamethyldiethylenetriamine), C(CCC)[Li] (n-butyllithium), CCCCCC (hexane). The solvent is C1CCOC1 (THF). Conditions: temperature -60 celsius, time 1 hour. Yields the product C(C)OC=1C=CC(=C(C1)O)F (5-Ethoxy-2-fluorophenol). Yield: 139.2%. Reaction SMILES: [CH2:1]([O:3][C:4]1[CH:9]=[CH:8][C:7]([F:10])=[CH:6][CH:5]=1)[CH3:2].CN(C)CCN(C)CCN(C)C.C([Li])CCC.CCCCCC.C[O:35]B(OC)OC>C1COCC1>[CH2:1]([O:3][C:4]1[CH:5]=[CH:6][C:7]([F:10])=[C:8]([OH:35])[CH:9]=1)[CH3:2]. Procedure: To 4-ethoxy-1-fluorobenzene (1.0 g, 7.1 mmol) in THF (8.0 mL) was added freshly distilled N,N,N′,N″,N″-pentamethyldiethylenetriamine (0.8 mL) and 1.6 M n-butyllithium in hexane (5.13 ml, 8.2 mmol) at −78° C. After stirred at −60° C. for 1 h, trimethylborate (0.52 mL, 4.6 mmol) was introduced at −78° C. and the solution was warmed up to rt for 2 h. The reaction was quenched by acetic acid (1.5 ml) at 0° C. After 15 min, 30% hydrogen peroxide (1.2 ml) was introduced and the mixture was stirred fro... Reactants: NCCCCN1C(=NC=2C(=NC=3C=CC=CC3C21)N)CCCCC (1-(4-aminobutyl)-2-pentyl-1H-imidazo[4,5-c]quinolin-4-amine), CS(=O)(=O)Cl (methanesulfonyl chloride). Product: NC1=NC=2C=CC=CC2C2=C1N=C(N2CCCCNS(=O)(=O)C)CCCCC (N-[4-(4-amino-2-pentyl-1H-imidazo[4,5-c]quinolin-1-yl)butyl]methanesulfonamide). Yield: 34.3%. Reaction SMILES: [NH2:1][CH2:2][CH2:3][CH2:4][CH2:5][N:6]1[C:18]2[C:17]3[CH:16]=[CH:15][CH:14]=[CH:13][C:12]=3[N:11]=[C:10]([NH2:19])[C:9]=2[N:8]=[C:7]1[CH2:20][CH2:21][CH2:22][CH2:23][CH3:24].[CH3:25][S:26](Cl)(=[O:28])=[O:27]>>[NH2:19][C:10]1[C:9]2[N:8]=[C:7]([CH2:20][CH2:21][CH2:22][CH2:23][CH3:24])[N:6]([CH2:5][CH2:4][CH2:3][CH2:2][NH:1][S:26]([CH3:25])(=[O:28])=[O:27])[C:18]=2[C:17]2[CH:16]=[CH:15][CH:14]=[CH:13][C:12]=2[N:11]=1. Procedure: Using the general method of Example 245, 1-(4-aminobutyl)-2-pentyl-1H-imidazo[4,5-c]quinolin-4-amine (1.50 g, 4.6 mmol) was reacted with methanesulfonyl chloride (0.57 mL, 7.4 mmol) to provide 636 mg of N-[4-(4-amino-2-pentyl-1H-imidazo[4,5-c]quinolin-1-yl)butyl]methanesulfonamide as an off white solid, m.p. 136.8-138.1° C. Analysis: Calculated for C20H29N5O2S: % C, 59.53; % H, 7.24; % N, 17.35; The reactants are CN, CCC(CC)(NC(=O)c1ccc(C2CC2)c(OCC2CCCO2)n1)C(=O)O, Cl. The product is CCC(CC)(NC(=O)c1ccc(C2CC2)c(OCC2CCCO2)n1)C(=O)NC. RXN SMILES: [CH3:29][NH2:30].[CH:1]1([c:4]2[cH:5][cH:6][c:7]([C:17](=[O:18])[NH:19][C:20]([C:21](=[O:22])[OH:23])([CH2:24][CH3:25])[CH2:26][CH3:27])[n:8][c:9]2[O:10][CH2:11][CH:12]2[O:13][CH2:14][CH2:15][CH2:16]2)[CH2:2][CH2:3]1.[ClH:28]>>[CH:1]1([c:4]2[cH:5][cH:6][c:7]([C:17](=[O:18])[NH:19][C:20]([C:21](=[O:22])[NH:30][CH3:29])([CH2:24][CH3:25])[CH2:26][CH3:27])[n:8][c:9]2[O:10][CH2:11][CH:12]2[O:13][CH2:14][CH2:15][CH2:16]2)[CH2:2][CH2:3]1. Starting materials: COC(=O)c1ccc2c(c1)nc(Nc1cc(OC)cc(OC)c1)n2CCCN(C)CCc1ccccn1, [Li+], C1CCOC1, [OH-], O. Yields the product COc1cc(Nc2nc3cc(C(=O)O)ccc3n2CCCN(C)CCc2ccccn2)cc(OC)c1. Reaction SMILES: [CH3:3][O:4][C:5](=[O:6])[c:7]1[cH:8][c:9]2[c:10]([n:11]([CH2:25][CH2:26][CH2:27][N:28]([CH2:29][CH2:30][c:31]3[n:32][cH:33][cH:34][cH:35][cH:36]3)[CH3:37])[c:12]([NH:14][c:15]3[cH:16][c:17]([O:23][CH3:24])[cH:18][c:19]([O:21][CH3:22])[cH:20]3)[n:13]2)[cH:38][cH:39]1.[Li+:1].[O:40]1[CH2:41][CH2:42][CH2:43][CH2:44]1.[OH-:2].[OH2:45]>>[O:4]=[C:5]([OH:6])[c:7]1[cH:8][c:9]2[c:10]([n:11]([CH2:25][CH2:26][CH2:27][N:28]([CH2:29][CH2:30][c:31]3[n:32][cH:33][cH:34][cH:35][cH:36]3)[CH3:37])[c:12]([NH:14][c:15]3[cH:16][c:17]([O:23][CH3:24])[cH:18][c:19]([O:21][CH3:22])[cH:20]3)[n:13]2)[cH:38][cH:39]1.